From a dataset of the Open Reaction Database (ORD), a public repository of structured organic reaction records. describe an organic reaction: reactants, conditions, products, and yield The reactants are COC(=O)C1CC(N(CC(C)C)C(=O)OCc2ccccc2)CN(C(=O)OC(C)(C)C)C1, [Cl-], [H-], CI, [NH4+], [Na+], CN(C)C=O. Product: COC(=O)C1(C)CC(N(CC(C)C)C(=O)OCc2ccccc2)CN(C(=O)OC(C)(C)C)C1. As a reaction SMILES: [CH2:1]([c:2]1[cH:3][cH:4][cH:5][cH:6][cH:7]1)[O:8][C:9](=[O:10])[N:11]([CH:12]1[CH2:13][CH:14]([C:25](=[O:26])[O:27][CH3:28])[CH2:15][N:16]([C:18](=[O:19])[O:20][C:21]([CH3:22])([CH3:23])[CH3:24])[CH2:17]1)[CH2:29][CH:30]([CH3:31])[CH3:32].[Cl-:42].[H-:35].[I:33][CH3:34].[NH4+:43].[Na+:36].[O:37]=[CH:38][N:39]([CH3:40])[CH3:41]>>[CH2:1]([c:2]1[cH:3][cH:4][cH:5][cH:6][cH:7]1)[O:8][C:9](=[O:10])[N:11]([CH:12]1[CH2:13][C:14]([C:25](=[O:26])[O:27][CH3:28])([CH3:34])[CH2:15][N:16]([C:18](=[O:19])[O:20][C:21]([CH3:22])([CH3:23])[CH3:24])[CH2:17]1)[CH2:29][CH:30]([CH3:31])[CH3:32]. The reactants are 30c, C1(=C(C=CC=C1)C(CCCI)C1=C(C=CC=C1)C)C (4,4-di-(2-tolyl)-1-butyliodide), 33a, 4,4-di-(2-tolyl)-3-butenylodide, C1(=C(C=CC=C1)C(=CCCN)C1=C(C=CC=C1)C)C (4,4-Di-(2-tolyl)-3-butenylamine). The product is C1(=C(C=CC=C1)C(CCCN)C1=C(C=CC=C1)C)C (4,4-Di-(2-tolyl)-1-butylamine). As a reaction SMILES: C1(C)C=CC=CC=1C(C1C=CC=CC=1C)CCCI.[C:20]1([CH3:38])[CH:25]=[CH:24][CH:23]=[CH:22][C:21]=1[C:26]([C:31]1[CH:36]=[CH:35][CH:34]=[CH:33][C:32]=1[CH3:37])=[CH:27][CH2:28][CH2:29][NH2:30]>>[C:20]1([CH3:38])[CH:25]=[CH:24][CH:23]=[CH:22][C:21]=1[CH:26]([C:31]1[CH:36]=[CH:35][CH:34]=[CH:33][C:32]=1[CH3:37])[CH2:27][CH2:28][CH2:29][NH2:30]. Reported procedure: Prepared via the 4,4-di-(2-tolyl)-1-butyliodide, 33a and isolated as an oil. 1H NMR (CDCl3) δ1.20 (s broad, 2H), 1.42-1.58 (m,2H), 1.87-2.03 (m,2H), 2.27 (s,6H), 2.70 (t,2H), 4.23 (t,1H), 7.05-7.16 (m,8H) 4,4-Di-(2-tolyl)-3-butenylamine, 30c. Prepared via the 4,4-di-(2-tolyl)-3-butenylodide 36a and isolated as an oil. 1H NMR (CDCl3) δ1.20 (s broad, 2H), 2.11 (s,3H), 2.18 (q,2H), 2.26 (s,3H), 2.77 (t,2H), 5.75 (t,1H), 7.02-7.18 (m,8H). The reactants are CO.CCOC(=O)C (MeOH EtOAc), C(C=C)OC1CN(CC1NC(=O)OC(C)(C)C)C(=O)OCC1=CC=CC=C1 (benzyl 3-(allyloxy)-4-[(tert-butoxycarbonyl)amino]pyrrolidine-1-carboxylate), Cl (HCl). The solvent is C(=O)(O)[O-].[Na+] (NaHCO3), C1CCOC1 (THF), O1CCOCC1 (dioxane). Run at time 2 hour. Yields the product C(C=C)O[C@H]1CN(C[C@@H]1N)C(=O)OCC1=CC=CC=C1 (Benzyl (3S,4S)-3-(Allyloxy)-4-aminopyrrolidine-1-carboxylate). Yield: 67.1%. RXN SMILES: [CH2:1]([O:4][CH:5]1[CH:9]([NH:10]C(OC(C)(C)C)=O)[CH2:8][N:7]([C:18]([O:20][CH2:21][C:22]2[CH:27]=[CH:26][CH:25]=[CH:24][CH:23]=2)=[O:19])[CH2:6]1)[CH:2]=[CH2:3].Cl.CO.CCOC(C)=O>C1COCC1.O1CCOCC1.C([O-])(O)=O.[Na+]>[CH2:1]([O:4][C@@H:5]1[C@@H:9]([NH2:10])[CH2:8][N:7]([C:18]([O:20][CH2:21][C:22]2[CH:23]=[CH:24][CH:25]=[CH:26][CH:27]=2)=[O:19])[CH2:6]1)[CH:2]=[CH2:3] |f:2.3,6.7|. Reported procedure: To a solution of 21.3 g (56.6 mmol) of benzyl 3-(allyloxy)-4-[(tert-butoxycarbonyl)amino]pyrrolidine-1-carboxylate in 125 mL of THF was added 250 mL of 4 N HCl in dioxane solution. The reaction mixture was stirred at room temperature for 2 h, concentrated under reduced pressure to give an oil residue. This residue was redissolved in 200 mL of saturated NaHCO3 aqueous solution. The mixture was adjusted to pH 7-8, then was extracted with ethyl acetate twice (100 mL×2). The combined extracts were w... Starting materials: CN, CCO, Cc1cccc(Nc2cc(Nc3cccc(OCC4CO4)c3)ncn2)c1, O. Product: CNCC(O)COc1cccc(Nc2cc(Nc3cccc(C)c3)ncn2)c1. Reaction SMILES: [CH3:27][NH2:28].[CH3:29][CH2:30][OH:31].[O:1]1[CH:2]([CH2:3][O:4][c:5]2[cH:6][c:7]([NH:8][c:9]3[n:10][cH:11][n:12][c:13]([NH:15][c:16]4[cH:17][c:18]([CH3:22])[cH:19][cH:20][cH:21]4)[cH:14]3)[cH:23][cH:24][cH:25]2)[CH2:26]1.[OH2:32]>>[OH:1][CH:2]([CH2:3][O:4][c:5]1[cH:6][c:7]([NH:8][c:9]2[n:10][cH:11][n:12][c:13]([NH:15][c:16]3[cH:17][c:18]([CH3:22])[cH:19][cH:20][cH:21]3)[cH:14]2)[cH:23][cH:24][cH:25]1)[CH2:26][NH:28][CH3:27]. Starting materials: C(=O)C1=C(C=C(C(=O)OCC)C=C1)[N+](=O)[O-] (ethyl 4-formyl-3-nitrobenzoate), C1(=CC=CC=C1)P(C1=CC=CC=C1)(C1=CC=CC=C1)=CC(=O)OC (methyl triphenylphosphoranylideneacetate). Run in C1(=CC=CC=C1)C (toluene). The product is COC(/C=C/C1=C(C=C(C(=O)OCC)C=C1)[N+](=O)[O-])=O (ethyl 4-[(1E)-3-methoxy-3-oxoprop-1-en-1-yl]-3-nitrobenzoate). Yield: 90.7%. As a reaction SMILES: [CH:1]([C:3]1[CH:13]=[CH:12][C:6]([C:7]([O:9][CH2:10][CH3:11])=[O:8])=[CH:5][C:4]=1[N+:14]([O-:16])=[O:15])=O.C1(P(=[CH:36][C:37]([O:39][CH3:40])=[O:38])(C2C=CC=CC=2)C2C=CC=CC=2)C=CC=CC=1>C1(C)C=CC=CC=1>[CH3:40][O:39][C:37](=[O:38])/[CH:36]=[CH:1]/[C:3]1[CH:13]=[CH:12][C:6]([C:7]([O:9][CH2:10][CH3:11])=[O:8])=[CH:5][C:4]=1[N+:14]([O-:16])=[O:15]. Procedure: In 70 ml of toluene was dissolved 3.2 g of ethyl 4-formyl-3-nitrobenzoate and then 5.75 g of methyl triphenylphosphoranylideneacetate, followed by 6 hours of stirring under reflux. After cooling, the reaction solution was concentrated under reduced pressure and the obtained residue was purified by silica gel column chromatography (hexane:ethyl acetate) to obtain 3.63 g of ethyl 4-[(1E)-3-methoxy-3-oxoprop-1-en-1-yl]-3-nitrobenzoate as a white solid. Reactants: C(\C=C/C(=O)[O-])(=O)[O-] (maleate), [OH-] (hydroxide), [Ca] (calcium), [OH-].[Na+] (sodium hydroxide). Procedure: A preferred procedure to be followed when using calcium carbonate as a calcium source, i.e., as a calcium starting-material, in the instant process is as follows; preformed malic acid, sodium hydroxide, a maleate reactant selected from maleic anhydride, maleic acid and mixtures thereof, and a calcium reactant selected from calcium carbonate and mixtures thereof with calcium hydroxide are reacted according to the immediately consecutive steps: (i) mixing calcium carbonate, water, malic acid and a... Reaction SMILES: [C:1]([O-:8])(=[O:7])/[CH:2]=[CH:3]\[C:4]([O-:6])=[O:5].[Ca].[OH-:10].[Na+].[OH-]>>[C:1]([OH:8])(=[O:7])[CH:2]([CH2:3][C:4]([OH:6])=[O:5])[OH:10] |f:2.3|. Product: C(C(O)CC(=O)O)(=O)O (malic acid).